describe an organic reaction: reactants, conditions, products, and yield From a dataset of the Open Reaction Database (ORD), a public repository of structured organic reaction records. Starting materials: Cl (hydrochloric acid), NC1=CC=C(C=C1)C=1C(CC(NN1)=O)C (6-(4-aminophenyl)-5-methyl-4,5-dihydro-3(2H)-pyridazinone), CN(C=CC(C=CN(C)C)=O)C (1,5-bis(dimethylamino)-1,4-pentadien-3-one), Cl (hydrochloric acid). Run in O (water). Run at time 4 hour. Yields the product CC1CC(NN=C1C1=CC=C(C=C1)N1C=CC(C=C1)=O)=O (5-Methyl-6-[4-(4-oxo-1,4-dihydropyridin-1-yl)phenyl]-4,5-dihydro-3(2H)-pyridazinone). Reaction SMILES: [NH2:1][C:2]1[CH:7]=[CH:6][C:5]([C:8]2[CH:9]([CH3:15])[CH2:10][C:11](=[O:14])[NH:12][N:13]=2)=[CH:4][CH:3]=1.CN(C)[CH:18]=[CH:19][C:20](=[O:26])[CH:21]=[CH:22]N(C)C.Cl>O>[CH3:15][CH:9]1[C:8]([C:5]2[CH:6]=[CH:7][C:2]([N:1]3[CH:22]=[CH:21][C:20](=[O:26])[CH:19]=[CH:18]3)=[CH:3][CH:4]=2)=[N:13][NH:12][C:11](=[O:14])[CH2:10]1. Reported procedure: A mixture of 6-(4-aminophenyl)-5-methyl-4,5-dihydro-3(2H)-pyridazinone (101 mg), 1,5-bis(dimethylamino)-1,4-pentadien-3-one (84 mg) and hydrochloric acid (1N, 0.5 ml) in water (1.5 ml) was stirred at room temperature for 4 hours. More hydrochloric acid (1N, 0.5 ml) was added and the reaction mixture was stirred at room temperature for 18 hours and then under reflux for 4 hours to afford a quantity of red insoluble material. The hot aqueous solvent was decanted off from the insoluble material, wa... Starting materials: CO, [Co], N, N#CCc1cnn2ccc3c(c12)CCO3. Yields the product NCCc1cnn2ccc3c(c12)CCO3. RXN SMILES: [CH3:16][OH:17].[Co:19].[NH3:18].[c:1]1([CH2:13][C:14]#[N:15])[cH:2][n:3][n:4]2[c:5]1[c:6]1[c:7]([cH:8][cH:9]2)[O:10][CH2:11][CH2:12]1>>[c:1]1([CH2:13][CH2:14][NH2:15])[cH:2][n:3][n:4]2[c:5]1[c:6]1[c:7]([cH:8][cH:9]2)[O:10][CH2:11][CH2:12]1. Starting materials: C1CCOC1, O=C(O)CCc1ccc(Oc2ccc([N+](=O)[O-])cn2)cc1, O. RXN SMILES: [CH2:23]1[O:24][CH2:25][CH2:26][CH2:27]1.[N+:1](=[O:2])([O-:3])[c:4]1[cH:5][cH:6][c:7]([O:10][c:11]2[cH:12][cH:13][c:14]([CH2:17][CH2:18][C:19](=[O:20])[OH:21])[cH:15][cH:16]2)[n:8][cH:9]1.[OH2:22]>>[N+:1](=[O:2])([O-:3])[c:4]1[cH:5][cH:6][c:7]([O:10][c:11]2[cH:12][cH:13][c:14]([CH2:17][CH2:18][CH2:19][OH:20])[cH:15][cH:16]2)[n:8][cH:9]1. The product is O=[N+]([O-])c1ccc(Oc2ccc(CCCO)cc2)nc1.